This data is from the Open Reaction Database (ORD), a public repository of structured organic reaction records. The task is: describe an organic reaction: reactants, conditions, products, and yield RXN SMILES: [CH3:23][OH:24].[CH:1]1([O:6][c:7]2[cH:8][c:9]([CH2:15][CH2:16][C:17](=[O:18])[O:19][CH3:20])[cH:10][cH:11][c:12]2[O:13][CH3:14])[CH2:2][CH2:3][CH2:4][CH2:5]1.[K+:22].[OH-:21].[OH2:25]>>[CH:1]1([O:6][c:7]2[cH:8][c:9]([CH2:15][CH2:16][C:17](=[O:18])[OH:19])[cH:10][cH:11][c:12]2[O:13][CH3:14])[CH2:2][CH2:3][CH2:4][CH2:5]1. The product is COc1ccc(CCC(=O)O)cc1OC1CCCC1. The reactants are CO, COC(=O)CCc1ccc(OC)c(OC2CCCC2)c1, [K+], [OH-], O. Starting materials: ice water, C(C)OCC (ethyl ether), Br.BrCC1=CC=NC=C1 (4-bromomethylpyridine hydrobromide), C(C)(C)(C)C=1C=C2C=C(NC2=CC1)C(=O)OCC (ethyl 5-t-butyl-1H-indole-2-carboxylate), [H-].[Na+] (sodium hydride), Br.BrCC1=CC=NC=C1 (4-bromomethylpyridine hydrobromide), [H-].[Na+] (sodium hydride). Solvent: CN(C=O)C (dimethylformamide), CN(C=O)C (dimethylformamide). Reaction conditions: temperature 0 celsius, time 30 minute. Product: C(C)(C)(C)C=1C=C2C=C(N(C2=CC1)CC1=CC=NC=C1)C(=O)OCC (Ethyl 5-t-butyl-1-[(pyrid-4-yl)methyl]-1H-indole-2-carboxylate). Yield: 51.0%. As a reaction SMILES: [C:1]([C:5]1[CH:6]=[C:7]2[C:11](=[CH:12][CH:13]=1)[NH:10][C:9]([C:14]([O:16][CH2:17][CH3:18])=[O:15])=[CH:8]2)([CH3:4])([CH3:3])[CH3:2].[H-].[Na+].Br.Br[CH2:23][C:24]1[CH:29]=[CH:28][N:27]=[CH:26][CH:25]=1.C(OCC)C>CN(C)C=O>[C:1]([C:5]1[CH:6]=[C:7]2[C:11](=[CH:12][CH:13]=1)[N:10]([CH2:23][C:24]1[CH:29]=[CH:28][N:27]=[CH:26][CH:25]=1)[C:9]([C:14]([O:16][CH2:17][CH3:18])=[O:15])=[CH:8]2)([CH3:4])([CH3:2])[CH3:3] |f:1.2,3.4|. Procedure details: A solution of 1 g (4.08 mmol) of ethyl 5-t-butyl-1H-indole-2-carboxylate is added dropwise to a suspension of 0.33 g (8.15 mmol) of 60% sodium hydride in 10 ml of dimethylformamide, stirred at 0° C. under argon. The mixture is stirred for 30 minutes at 0° C. and then for 30 minutes at 20° C. The reaction mixture is cooled and 1.06 g (4.08 mmol) of 4-bromomethylpyridine hydrobromide are added portionwise. The mixture is stirred for 30 minutes at 0° C. and then for 30 minutes at 20° C. The reactio... The reactants are FC(C(=O)N([C@@H]1[C@@H](COCC1)OC)[C@H]1C[C@@](CC1)(C(C)C)C(=O)N1[C@@H]2CN([C@H](C1)[C@@H]2O)C2=NC=CC(=C2)C(F)(F)F)(F)F (2,2,2-trifluoro-N-((1R,3S)-3-((1R,4R,7S)-7-hydroxyl-2-(4-(trifluoromethyl)pyridin-2-yl)-2,5-diaza-bicyclo[2.2.1]heptane-5-carbonyl)-3-isopropylcyclopentyl)-N-((3S,4S)-3-methoxy-tetrahydro-2H-pyran-4-yl)acetamide), CCN(CC)S(F)(F)F (DAST). Run in C(Cl)Cl (CH2Cl2). Run at time 8 hour. Yields the product FC1[C@@H]2N(C[C@H]1N(C2)C2=NC=CC(=C2)C(F)(F)F)C(=O)[C@@]2(C[C@@H](CC2)N[C@@H]2[C@@H](COCC2)OC)C(C)C (((1R,4R)-7-fluoro-5-(4-(trifluoromethyl)pyridin-2-yl)-2,5-diaza-bicyclo[2.2.1]heptan-2-yl)((1S,3R)-1-isopropyl-3-((3S,4S)-3-methoxy-tetrahydro-2H-pyran-4-ylamino)cyclopentyl)methanone). Yield: 53.1%. As a reaction SMILES: FC(F)(F)C([N:5]([C@@H:14]1[CH2:18][CH2:17][C@@:16]([C:22]([N:24]2[CH2:29][C@@H:28]3[C@H:30](O)[C@H:25]2[CH2:26][N:27]3[C:32]2[CH:37]=[C:36]([C:38]([F:41])([F:40])[F:39])[CH:35]=[CH:34][N:33]=2)=[O:23])([CH:19]([CH3:21])[CH3:20])[CH2:15]1)[C@H:6]1[CH2:11][CH2:10][O:9][CH2:8][C@H:7]1[O:12][CH3:13])=O.CCN(S(F)(F)[F:50])CC>C(Cl)Cl>[F:50][CH:30]1[C@@H:28]2[N:27]([C:32]3[CH:37]=[C:36]([C:38]([F:41])([F:39])[F:40])[CH:35]=[CH:34][N:33]=3)[CH2:26][C@H:25]1[N:24]([C:22]([C@@:16]1([CH:19]([CH3:20])[CH3:21])[CH2:17][CH2:18][C@@H:14]([NH:5][C@H:6]3[CH2:11][CH2:10][O:9][CH2:8][C@H:7]3[O:12][CH3:13])[CH2:15]1)=[O:23])[CH2:29]2. Procedure details: 2,2,2-trifluoro-N-((1R,3S)-3-((1R,4R,7S)-7-hydroxyl-2-(4-(trifluoromethyl)pyridin-2-yl)-2,5-diaza-bicyclo[2.2.1]heptane-5-carbonyl)-3-isopropylcyclopentyl)-N-((3S,4S)-3-methoxy-tetrahydro-2H-pyran-4-yl)acetamide (30 mg, 0.057 mmol) in CH2Cl2 (2 ml) was cooled to 0° C. and DAST (0.025 ml, 0.086 mmol) was added to the solution. The reaction mixture was stirred overnight and purified by chromatography (10% EtOAc to 100% MeOH) to yield desired product (16 mg, 32%). LC/MS (M+H)=529.2802 exp, 529.3112...